This data is from the Open Reaction Database (ORD), a public repository of structured organic reaction records. The task is: describe an organic reaction: reactants, conditions, products, and yield Reactants: C(C)(=O)[O-].[Na+] (sodium acetate), FC1=CC=C(C=C1)SCC(C=O)C (3-(4-fluorophenylthio)-2-methylpropanal), Cl (hydrochloric acid), C(CC(=O)C)(=O)OC (methyl acetoacetate), Cl (hydrochloric acid), [OH-].[Na+] (sodium hydroxide). Reagents/catalysts: [Br-].C(CCC)[N+](CCCC)(CCCC)CCCC (tetrabutylammonium bromide). Run in C1(=CC=CC=C1)C (toluene), O (water). Reaction conditions: temperature 25 celsius, time 3 hour. Product: FC1=CC=C(C=C1)SCC(C(CC(C)=O)O)C (6-(4-fluorophenylthio)-4-hydroxy-5-methyl-2-hexanone). Yield: 40.2%. As a reaction SMILES: C(OC)(=O)[CH2:2][C:3]([CH3:5])=[O:4].[OH-].[Na+].Cl.C([O-])(=O)C.[Na+].[F:17][C:18]1[CH:23]=[CH:22][C:21]([S:24][CH2:25][CH:26]([CH3:29])[CH:27]=[O:28])=[CH:20][CH:19]=1>O.[Br-].C([N+](CCCC)(CCCC)CCCC)CCC.C1(C)C=CC=CC=1>[F:17][C:18]1[CH:19]=[CH:20][C:21]([S:24][CH2:25][CH:26]([CH3:29])[CH:27]([OH:28])[CH2:2][C:3](=[O:4])[CH3:5])=[CH:22][CH:23]=1 |f:1.2,4.5,8.9|. Procedure: 9.86 Grams of methyl acetoacetate were dissolved in 15 ml of water, and 12.67 g of a 30% aqueous sodium hydroxide solution was added dropwise while cooling the mixture to not higher than 25° C. After having been stirred at 30°-35° C. for 3 hours, the mixture was adjusted to pH 7.0 with a concentrated aqueous hydrochloric acid solution. Thereafter, 0.49 g of sodium acetate and 2.42 g of tetrabutylammonium bromide were added thereto and then an additional conc. hydrochloric acid was added thereto ... Starting materials: BrC1=CC(=C2C=NNC2=C1)NC(=O)C=1N=C(SC1)C (N-(6-Bromo-1H-indazol-4-yl)-2-methyl-1,3-thiazole-4-carboxamide), C([O-])([O-])=O.[Na+].[Na+] (sodium carbonate), O1CCOCC1 (1,4-dioxane), COC=1C=NC=C(C1)B1OC(C(O1)(C)C)(C)C (3-(methyloxy)-5-(4,4,5,5-tetramethyl-1,3,2-dioxaborolan-2-yl)pyridine). Reagents/catalysts: C1=CC=C(C=C1)P([C-]2C=CC=C2)C3=CC=CC=C3.C1=CC=C(C=C1)P([C-]2C=CC=C2)C3=CC=CC=C3.Cl[Pd]Cl.[Fe+2] (Pd(dppf)Cl2). The solvent is O (water). Conditions: temperature 150 celsius. The product is CC=1SC=C(N1)C(=O)NC1=C2C=NNC2=CC(=C1)C=1C=NC=C(C1)OC (2-Methyl-N-{6-[5-(methyloxy)-3-pyridinyl]-1H-indazol-4-yl}-1,3-thiazole-4-carboxamide). RXN SMILES: Br[C:2]1[CH:10]=[C:9]2[C:5]([CH:6]=[N:7][NH:8]2)=[C:4]([NH:11][C:12]([C:14]2[N:15]=[C:16]([CH3:19])[S:17][CH:18]=2)=[O:13])[CH:3]=1.C(=O)([O-])[O-].[Na+].[Na+].O1CCOCC1.[CH3:32][O:33][C:34]1[CH:35]=[N:36][CH:37]=[C:38](B2OC(C)(C)C(C)(C)O2)[CH:39]=1>C1C=CC(P(C2C=CC=CC=2)[C-]2C=CC=C2)=CC=1.C1C=CC(P(C2C=CC=CC=2)[C-]2C=CC=C2)=CC=1.Cl[Pd]Cl.[Fe+2].O>[CH3:19][C:16]1[S:17][CH:18]=[C:14]([C:12]([NH:11][C:4]2[CH:3]=[C:2]([C:38]3[CH:37]=[N:36][CH:35]=[C:34]([O:33][CH3:32])[CH:39]=3)[CH:10]=[C:9]3[C:5]=2[CH:6]=[N:7][NH:8]3)=[O:13])[N:15]=1 |f:1.2.3,6.7.8.9|. Reported procedure: N-(6-Bromo-1H-indazol-4-yl)-2-methyl-1,3-thiazole-4-carboxamide (50 mg, 0.148 mmol), Pd(dppf)Cl2 (12 mg, 0.015 mmol), 2 M sodium carbonate (aq) (0.222 ml, 0.444 mmol), 1,4-dioxane (1 ml) and water (1 ml) were added to 3-(methyloxy)-5-(4,4,5,5-tetramethyl-1,3,2-dioxaborolan-2-yl)pyridine (42 mg, 0.178 mmol). The reaction was heated in a Biotage microwave at 150° C. for 15 mins. The reaction mixture was extracted with DCM (2×20 ml) and the separated, combined organic layer was evaporated to drynes...